Dataset: the Open Reaction Database (ORD), a public repository of structured organic reaction records. Task: describe an organic reaction: reactants, conditions, products, and yield Starting materials: COC=1C=C(C=C(C1)OC)C(C)=O (3',5'-Dimethoxyacetophenone), N1C=C(C2=CC=CC=C12)C=O (indole-3-carboxaldehyde), N1CCCCC1 (piperidine). Run in C(C)O (ethanol). Product: COC=1C=C(C=C(C1)OC)C(\C=C\C1=CNC2=CC=CC=C12)=O ((E)-1-(3,5-Dimethoxyphenyl)-3-(indol-3-yl)-2-propen-1-one). Yield: 95.4%. RXN SMILES: [CH3:1][O:2][C:3]1[CH:4]=[C:5]([C:11](=[O:13])[CH3:12])[CH:6]=[C:7]([O:9][CH3:10])[CH:8]=1.[NH:14]1[C:22]2[C:17](=[CH:18][CH:19]=[CH:20][CH:21]=2)[C:16]([CH:23]=O)=[CH:15]1.N1CCCCC1>C(O)C>[CH3:10][O:9][C:7]1[CH:6]=[C:5]([C:11](=[O:13])/[CH:12]=[CH:23]/[C:16]2[C:17]3[C:22](=[CH:21][CH:20]=[CH:19][CH:18]=3)[NH:14][CH:15]=2)[CH:4]=[C:3]([O:2][CH3:1])[CH:8]=1. Reported procedure: 3',5'-Dimethoxyacetophenone (1.10 g) and indole-3-carboxaldehyde (1.45 g) were dissolved in ethanol (20 ml), and piperidine (0.85 g) was added thereto, followed by heating under reflux for 32 hours. The reaction solution was cooled to room temperature, and the precipitated crystals were collected by filtration, followed by recrystallization from ethanol to give Compound 69 (1.79 g). Reactants: CS(=O)c1nc(N)nc(-c2ccco2)c1Br, C1CCC2=NCCCN2CC1, C1COCCO1, OCc1ccccn1. Yields the product Nc1nc(OCc2ccccn2)c(Br)c(-c2ccco2)n1. Reaction SMILES: [Br:1][c:2]1[c:3](-[c:12]2[o:13][cH:14][cH:15][cH:16]2)[n:4][c:5]([NH2:11])[n:6][c:7]1[S:8]([CH3:9])=[O:10].[CH2:25]1[CH2:26][CH2:27][C:28]2=[N:33][CH2:32][CH2:31][CH2:30][N:29]2[CH2:34][CH2:35]1.[O:36]1[CH2:37][CH2:38][O:39][CH2:40][CH2:41]1.[OH:17][CH2:18][c:19]1[n:20][cH:21][cH:22][cH:23][cH:24]1>>[Br:1][c:2]1[c:3](-[c:12]2[o:13][cH:14][cH:15][cH:16]2)[n:4][c:5]([NH2:11])[n:6][c:7]1[O:17][CH2:18][c:19]1[n:20][cH:21][cH:22][cH:23][cH:24]1. Run at time 18 hour. Starting materials: COC(=O)C1=CC(=NO1)O (3-hydroxy-isoxazole-5-carboxylic acid methyl ester), [OH-].[Na+] (NaOH). As a reaction SMILES: C[O:2][C:3]([C:5]1[O:9][N:8]=[C:7]([OH:10])[CH:6]=1)=[O:4].[OH-].[Na+]>CO>[OH:10][C:7]1[CH:6]=[C:5]([C:3]([OH:4])=[O:2])[O:9][N:8]=1 |f:1.2|. Procedure: To a solution of 3-hydroxy-isoxazole-5-carboxylic acid methyl ester (286 mg, 2.0 mmol) in methanol (7 mL) is added 1N NaOH (4.0 mL, 4.0 mmol) and the mixture is stirred at room temperature for 18 hrs. The solvent is removed under reduced pressure and 4.0 mL of 1N HCl is added to the residue. The resulting solution is lyophilized to give the product which is used as is in subsequent reactions. The product is OC1=NOC(=C1)C(=O)O (3-Hydroxy-isoxazole-5-carboxylic acid). The solvent is CO (methanol). Starting materials: C(C)(C)C=1C=CC(=NC1)S(=O)(=O)NC1=NC(=NC(=C1OC1=C(C=CC=C1)OC)OCCN)C1=CC=NC=C1 (5-isopropyl-N-[6-(2-aminoethoxy)-5-(o-methoxyphenoxy)-2-(4-pyridyl)-4-pyrimidinyl]-2-pyridine sulfonamide), FC(S(=O)(=O)Cl)(F)F (trifluoromethanesulfonylchloride). Yields the product C(C)(C)C=1C=CC(=NC1)S(=O)(=O)NC1=NC(=NC(=C1OC1=C(C=CC=C1)OC)OCCNS(=O)(=O)C(F)(F)F)C1=NC=CC=C1 (5-isopropyl-N-[6-(2-(trifluoromethanesulfonylamino)-ethoxy)-5-(o-methoxyphenoxy)-2-(2-pyridyl)-4-pyrimidinyl]-2-pyridine sulfonamide). As a reaction SMILES: [CH:1]([C:4]1[CH:5]=[CH:6][C:7]([S:10]([NH:13][C:14]2[C:19]([O:20][C:21]3[CH:26]=[CH:25][CH:24]=[CH:23][C:22]=3[O:27][CH3:28])=[C:18]([O:29][CH2:30][CH2:31][NH2:32])[N:17]=[C:16](C3C=CN=CC=3)[N:15]=2)(=[O:12])=[O:11])=[N:8][CH:9]=1)([CH3:3])[CH3:2].[F:39][C:40]([F:46])([F:45])[S:41](Cl)(=[O:43])=[O:42]>>[CH:1]([C:4]1[CH:5]=[CH:6][C:7]([S:10]([NH:13][C:14]2[C:19]([O:20][C:21]3[CH:26]=[CH:25][CH:24]=[CH:23][C:22]=3[O:27][CH3:28])=[C:18]([O:29][CH2:30][CH2:31][NH:32][S:41]([C:40]([F:46])([F:45])[F:39])(=[O:43])=[O:42])[N:17]=[C:16]([C:7]3[CH:6]=[CH:5][CH:4]=[CH:9][N:8]=3)[N:15]=2)(=[O:11])=[O:12])=[N:8][CH:9]=1)([CH3:3])[CH3:2]. Reported procedure: According to the procedure described in Example 4a) 100 mg 5-isopropyl-N-[6-(2-aminoethoxy)-5-(o-methoxyphenoxy)-2-(4-pyridyl)-4-pyrimidinyl]-2-pyridine sulfonamide was reacted with trifluoromethanesulfonylchloride to give 83 mg 5-isopropyl-N-[6-(2-(trifluoromethanesulfonylamino)-ethoxy)-5-(o-methoxyphenoxy)-2-(2-pyridyl)-4-pyrimidinyl]-2-pyridine sulfonamide. LC-MS: tR=5.02 min, [M+1]+=669.59, [M−1]−=667.68. The reactants are C(C)OC=1C(=C(N)C=CC1)C (3-ethoxy-2-methylaniline), ClC(Cl)(OC(OC(Cl)(Cl)Cl)=O)Cl (triphosgene). Run in C1(=CC=CC=C1)C (toluene). Product: C(C)OC1=C(C(=CC=C1)N=C=O)C (1-ethoxy-3-isocyanato-2-methylbenzene). Yield: 249.2%. RXN SMILES: [CH2:1]([O:3][C:4]1[C:5]([CH3:11])=[C:6]([CH:8]=[CH:9][CH:10]=1)[NH2:7])[CH3:2].Cl[C:13](Cl)([O:15]C(=O)OC(Cl)(Cl)Cl)Cl>C1(C)C=CC=CC=1>[CH2:1]([O:3][C:4]1[CH:10]=[CH:9][CH:8]=[C:6]([N:7]=[C:13]=[O:15])[C:5]=1[CH3:11])[CH3:2]. Procedure: At room temperature, to a mixture of 3-ethoxy-2-methylaniline 33.0 g and toluene 400 mL was added triphosgene 25 g, and the resulting mixtures were stirred with heating reflux for four hours. The mixtures were concentrated under reduced pressure to give 1-ethoxy-3-isocyanato-2-methylbenzene 37.2 g. Reactants: S1(C[C@@H](N2[C@H]1CC2=O)C(=O)OCC2=CC=CC=C2)(=O)=O (benzyl (3S, 5R)-penam-3-carboxylate 1,1-dioxide), [H][H] (hydrogen). The reagents and catalysts are [Pd] (palladium on carbon). Solvent: CO (methanol), C(C)(=O)OCC (ethyl acetate). Product: S1(C[C@@H](N2[C@H]1CC2=O)C(=O)O)(=O)=O ((3S, 5R)-Penam-3-Carboxylic Acid 1,1-Dioxide). Reaction SMILES: [S:1]1(=[O:20])(=[O:19])[C@@H:5]2[CH2:6][C:7](=[O:8])[N:4]2[C@@H:3]([C:9]([O:11]CC2C=CC=CC=2)=[O:10])[CH2:2]1.[H][H]>CO.C(OCC)(=O)C.[Pd]>[S:1]1(=[O:20])(=[O:19])[C@@H:5]2[CH2:6][C:7](=[O:8])[N:4]2[C@@H:3]([C:9]([OH:11])=[O:10])[CH2:2]1. Procedure details: To a solution of 131 mg of benzyl (3S, 5R)-penam-3-carboxylate 1,1-dioxide in a mixture of 15 ml of methanol and 10 ml of ethyl acetate was added 100 mg of 10% palladium on carbon. The mixture was stirred under an atmosphere of hydrogen at atmospheric pressure until hydrogen uptake ceased. At this point, the reaction mixture was filtered and the solvent was removed by evaporation in vacuo. This afforded 106 mg of the title compound [alpha]D25 =203 (CH3OH; C=1). The NMR spectrum (60 MHz; D2O) sho... Reactants: BrCC#N (bromoacetonitrile), C1(=CC=CC=C1)COC=1C=C(C=CC1)[C@H]1CC[C@H](N1C(=O)OC(C)(C)C)C(=O)OC (1-(1,1-Dimethylethyl) 2-methyl (2S,5R)-5-{3-[(phenylmethyl)oxy]phenyl}-1,2-pyrrolidinedicarboxylate), [Li+].C[Si](C)(C)[N-][Si](C)(C)C (LiHMDS), solution. Solvent: C1CCOC1 (THF), C1CCOC1 (THF). Reaction conditions: temperature -30 celsius, time 30 minute. The product is C(#N)C[C@@]1(N([C@H](CC1)C1=CC(=CC=C1)OCC1=CC=CC=C1)C(=O)OC(C)(C)C)C(=O)OC (1-(1,1-Dimethylethyl) 2-methyl (2R,5R)-2-(cyanomethyl)-5-{3-[(phenylmethyl)oxy]phenyl}-1,2-pyrrolidinedicarboxylate). Yield: 54.3%. As a reaction SMILES: [C:1]1([CH2:7][O:8][C:9]2[CH:10]=[C:11]([C@@H:15]3[N:19]([C:20]([O:22][C:23]([CH3:26])([CH3:25])[CH3:24])=[O:21])[C@H:18]([C:27]([O:29][CH3:30])=[O:28])[CH2:17][CH2:16]3)[CH:12]=[CH:13][CH:14]=2)[CH:6]=[CH:5][CH:4]=[CH:3][CH:2]=1.[Li+].C[Si]([N-][Si](C)(C)C)(C)C.Br[CH2:42][C:43]#[N:44]>C1COCC1>[C:43]([CH2:42][C@@:18]1([C:27]([O:29][CH3:30])=[O:28])[CH2:17][CH2:16][C@H:15]([C:11]2[CH:12]=[CH:13][CH:14]=[C:9]([O:8][CH2:7][C:1]3[CH:6]=[CH:5][CH:4]=[CH:3][CH:2]=3)[CH:10]=2)[N:19]1[C:20]([O:22][C:23]([CH3:26])([CH3:25])[CH3:24])=[O:21])#[N:44] |f:1.2|. Procedure details: To a solution of 1-(1,1-dimethylethyl) 2-methyl (2S,5R)-5-{3-[(phenylmethyl)oxy]phenyl}-1,2-pyrrolidinedicarboxylate (D43, 1.93 g, 4.7 mmol) in dry THF (20 mL) at −78° C. was added LiHMDS (5.2 mL of a 1M solution in THF, 5.2 mmol). The mixture was allowed to warm to −30° C. and stirred for 30 min at this temperature. Then the yellow slurry was cooled to −78° C. and bromoacetonitrile (2.2 mL, 30.9 mmol) was added. The reaction mixture was left under stirring for 1 h and then quenched with a satur...